From a dataset of the Open Reaction Database (ORD), a public repository of structured organic reaction records. describe an organic reaction: reactants, conditions, products, and yield Starting materials: C(C1=CC=CC=C1)Br (benzyl bromide), C(O)([O-])=O.[Na+] (sodium hydrogencarbonate), COC1=NC=CC=C1NC(OC(C)(C)C)=O (tert-butyl (2-methoxypyridin-3-yl)carbamate), CN(CCN(C)C)C (N,N,N′,N′-tetramethylethane-1,2-diamine), CCCCCC.C(CCC)[Li] (n-butyllithium hexane). Reaction SMILES: [CH3:1][O:2][C:3]1[C:8]([NH:9][C:10](=[O:16])[O:11][C:12]([CH3:15])([CH3:14])[CH3:13])=[CH:7][CH:6]=[CH:5][N:4]=1.CN(C)CCN(C)C.CCCCCC.C([Li])CCC.[CH2:36](Br)[C:37]1[CH:42]=[CH:41][CH:40]=[CH:39][CH:38]=1.C(=O)([O-])O.[Na+]>C(OCC)C>[CH2:36]([C:7]1[CH:6]=[CH:5][N:4]=[C:3]([O:2][CH3:1])[C:8]=1[NH:9][C:10](=[O:16])[O:11][C:12]([CH3:13])([CH3:15])[CH3:14])[C:37]1[CH:42]=[CH:41][CH:40]=[CH:39][CH:38]=1 |f:2.3,5.6|. Reported procedure: To a solution of tert-butyl (2-methoxypyridin-3-yl)carbamate (25.1 g) and N,N,N′,N′-tetramethylethane-1,2-diamine (40.6 mL) in diethyl ether (374 mL) was added 1.6M n-butyllithium hexane solution (168 mL) at −78° C., and the mixture was stirred under argon atmosphere at 0° C. for 1 hr. To the reaction mixture was added benzyl bromide (24.9 g) at −78° C., and the mixture was stirred under argon atmosphere at room temperature for 4 hr. To the reaction mixture was added saturated aqueous sodium hyd... The yield is 72.2%. Run in C(C)OCC (diethyl ether). Yields the product C(C1=CC=CC=C1)C1=C(C(=NC=C1)OC)NC(OC(C)(C)C)=O (tert-butyl (4-benzyl-2-methoxypyridin-3-yl)carbamate). Reaction conditions: temperature 0 celsius, time 1 hour. The reactants are ClCCl, CON=C(C(=O)O)c1csc(NC(c2ccccc2)(c2ccccc2)c2ccccc2)n1, C(=NC1CCCCC1)=NC1CCCCC1, CC(=CC1=C(C(=O)OC(c2ccccc2)c2ccccc2)N2C(=O)C(N)C2S(=O)C1)Sc1nnc(C)s1. Product: CON=C(C(=O)NC1C(=O)N2C(C(=O)OC(c3ccccc3)c3ccccc3)=C(C=C(C)Sc3nnc(C)s3)CS(=O)C12)c1csc(NC(c2ccccc2)(c2ccccc2)c2ccccc2)n1. As a reaction SMILES: [CH2:85]([Cl:86])[Cl:87].[CH3:38][O:39][N:40]=[C:41]([C:42](=[O:43])[OH:44])[c:45]1[n:46][c:47]([NH:50][C:51]([c:52]2[cH:53][cH:54][cH:55][cH:56][cH:57]2)([c:58]2[cH:59][cH:60][cH:61][cH:62][cH:63]2)[c:64]2[cH:65][cH:66][cH:67][cH:68][cH:69]2)[s:48][cH:49]1.[CH:70]1([N:71]=[C:72]=[N:73][CH:74]2[CH2:75][CH2:76][CH2:77][CH2:78][CH2:79]2)[CH2:80][CH2:81][CH2:82][CH2:83][CH2:84]1.[NH2:1][CH:2]1[CH:3]2[S:4](=[O:37])[CH2:5][C:6]([CH:27]=[C:28]([CH3:29])[S:30][c:31]3[n:32][n:33][c:34]([CH3:36])[s:35]3)=[C:7]([C:11](=[O:12])[O:13][CH:14]([c:15]3[cH:16][cH:17][cH:18][cH:19][cH:20]3)[c:21]3[cH:22][cH:23][cH:24][cH:25][cH:26]3)[N:8]2[C:9]1=[O:10]>>[NH:1]([CH:2]1[CH:3]2[S:4](=[O:37])[CH2:5][C:6]([CH:27]=[C:28]([CH3:29])[S:30][c:31]3[n:32][n:33][c:34]([CH3:36])[s:35]3)=[C:7]([C:11](=[O:12])[O:13][CH:14]([c:15]3[cH:16][cH:17][cH:18][cH:19][cH:20]3)[c:21]3[cH:22][cH:23][cH:24][cH:25][cH:26]3)[N:8]2[C:9]1=[O:10])[C:42]([C:41](=[N:40][O:39][CH3:38])[c:45]1[n:46][c:47]([NH:50][C:51]([c:52]2[cH:53][cH:54][cH:55][cH:56][cH:57]2)([c:58]2[cH:59][cH:60][cH:61][cH:62][cH:63]2)[c:64]2[cH:65][cH:66][cH:67][cH:68][cH:69]2)[s:48][cH:49]1)=[O:43]. Reactants: FC(C(=O)O)(F)F (Trifluoroacetic acid), CC1N(CCCC1)CCCOC1=CC=C(C=C1)N1CCN(CC1)C(=O)OC(C)(C)C (1,1-Dimethylethyl 4-(4-{[3-(2-methyl-1-piperidinyl) propyl]oxy}phenyl)-1-piperazinecarboxylate), C([O-])(O)=O.[Na+] (sodium bicarbonate). Run in ClCCl (dichloromethane), ClCCl (dichloromethane). The product is CC1N(CCCC1)CCCOC1=CC=C(C=C1)N1CCNCC1 (1-(4-{[3-(2-Methyl-1-piperidinyl)propyl]oxy}phenyl)piperazine). Isolated yield 74.5%. RXN SMILES: [CH3:1][CH:2]1[CH2:7][CH2:6][CH2:5][CH2:4][N:3]1[CH2:8][CH2:9][CH2:10][O:11][C:12]1[CH:17]=[CH:16][C:15]([N:18]2[CH2:23][CH2:22][N:21](C(OC(C)(C)C)=O)[CH2:20][CH2:19]2)=[CH:14][CH:13]=1.FC(F)(F)C(O)=O.C(=O)(O)[O-].[Na+]>ClCCl>[CH3:1][CH:2]1[CH2:7][CH2:6][CH2:5][CH2:4][N:3]1[CH2:8][CH2:9][CH2:10][O:11][C:12]1[CH:17]=[CH:16][C:15]([N:18]2[CH2:23][CH2:22][NH:21][CH2:20][CH2:19]2)=[CH:14][CH:13]=1 |f:2.3|. Reported procedure: 1,1-Dimethylethyl 4-(4-{[3-(2-methyl-1-piperidinyl) propyl]oxy}phenyl)-1-piperazinecarboxylate (E76a) (1.66 g) was dissolved in dry dichloromethane (25 ml) and stirred under nitrogen. 50% Trifluoroacetic acid in dichloromethane (5 ml) was added, and the mixture was stirred at room temperature for 4 h. Saturated sodium bicarbonate solution was then added and the mixture was extracted with dichloromethane. The organic phase was separated using a hydrophobic frit, and evaporated in vacuo, however, ...